From a dataset of the Open Reaction Database (ORD), a public repository of structured organic reaction records. describe an organic reaction: reactants, conditions, products, and yield The reactants are C1(=CC=CC2=CC=CC=C12)C(=O)Cl (1-naphthoylchloride), N1C=CC2=CC=CC=C12 (indole), C[Mg]Br (methylmagnesium bromide), [Cl-].[NH4+] (ammonium chloride). Solvent: CCOCC (ether), CCOCC (ether), CCOCC (ether). Reaction conditions: time 2 hour. Yields the product C1(=CC=CC2=CC=CC=C12)C(=O)C1=CNC2=CC=CC=C12 (3-(1-naphthoyl)-1H-indole). Isolated yield 90.7%. Reaction SMILES: [NH:1]1[C:9]2[C:4](=[CH:5][CH:6]=[CH:7][CH:8]=2)[CH:3]=[CH:2]1.C[Mg]Br.[C:13]1([C:23](Cl)=[O:24])[C:22]2[C:17](=[CH:18][CH:19]=[CH:20][CH:21]=2)[CH:16]=[CH:15][CH:14]=1.[Cl-].[NH4+]>CCOCC>[C:13]1([C:23]([C:3]2[C:4]3[C:9](=[CH:8][CH:7]=[CH:6][CH:5]=3)[NH:1][CH:2]=2)=[O:24])[C:22]2[C:17](=[CH:18][CH:19]=[CH:20][CH:21]=2)[CH:16]=[CH:15][CH:14]=1 |f:3.4|. Procedure details: To a cooled solution of indole (5.85 g, 50 mmol) in ether (50 ml) under nitrogen was added slowly a solution of methylmagnesium bromide (3M) in ether (17.5 ml). After addition, the reaction mixture was warmed up to room temperature and stirred for 2 h at room temperature. Then the mixture was cooled down again to 0° C., and to it was added slowly with stirring a solution of 1-naphthoylchloride (9.5 g, 50 mmol) in ether (50 ml). The resulting mixture was warmed up to room temperature and stirred ... The reactants are C(C)(C)C(C#N)(CCCNCCCOC1=CC(=CC=C1)CO)C1=CC(=C(C(=C1)OC)OC)OC (alpha-isopropyl-alpha-[3-[N-[3-(3-hydroxymethylphenoxy)propyl]amino]propyl]-3,4,5-trimethoxyphenyl acetonitrile), C=O (formalin), [BH4-].[Na+] (sodium borohydride). The solvent is CO (methanol). Run at time 1 hour. Yields the product C(C)(C)C(C#N)(CCCN(C)CCCOC1=CC(=CC=C1)CO)C1=CC(=C(C(=C1)OC)OC)OC (Alpha-isopropyl-alpha-[3-[N-[3-(3-hydroxymethylphenoxy)propyl]-N-methylamino]propyl]-3,4,5-trimethoxyphenylacetonitrile). Isolated yield 25.7%. RXN SMILES: [CH:1]([C:4]([C:23]1[CH:28]=[C:27]([O:29][CH3:30])[C:26]([O:31][CH3:32])=[C:25]([O:33][CH3:34])[CH:24]=1)([CH2:7][CH2:8][CH2:9][NH:10][CH2:11][CH2:12][CH2:13][O:14][C:15]1[CH:20]=[CH:19][CH:18]=[C:17]([CH2:21][OH:22])[CH:16]=1)[C:5]#[N:6])([CH3:3])[CH3:2].[CH2:35]=O.[BH4-].[Na+]>CO>[CH:1]([C:4]([C:23]1[CH:28]=[C:27]([O:29][CH3:30])[C:26]([O:31][CH3:32])=[C:25]([O:33][CH3:34])[CH:24]=1)([CH2:7][CH2:8][CH2:9][N:10]([CH2:11][CH2:12][CH2:13][O:14][C:15]1[CH:20]=[CH:19][CH:18]=[C:17]([CH2:21][OH:22])[CH:16]=1)[CH3:35])[C:5]#[N:6])([CH3:3])[CH3:2] |f:2.3|. Reported procedure: A solution of 2.80 g of alpha-isopropyl-alpha-[3-[N-[3-(3-hydroxymethylphenoxy)propyl]amino]propyl]-3,4,5-trimethoxyphenyl acetonitrile and 4.84 g of 37% formalin in 70 ml of methanol was refluxed for 1 hour. After cooling, to the solution was added 2.25 g of sodium borohydride and the solution was stirred for 1 hour at room temperature. The solvent was removed and to the residue was added water. The solution was extracted with chloroform and the extract was washed with water, dried, and evapora... Starting materials: COc1cc2nccc(Oc3ccc(N)cc3)c2cc1OC, CCN(C(C)C)C(C)C, ClC(Cl)Cl, O=C(OC(Cl)(Cl)Cl)OC(Cl)(Cl)Cl, Nc1nnc(C(F)(F)F)s1, O. Yields the product COc1cc2nccc(Oc3ccc(NC(=O)Nc4nnc(C(F)(F)F)s4)cc3)c2cc1OC. Reaction SMILES: [CH3:1][O:2][c:3]1[cH:4][c:5]2[c:6]([O:15][c:16]3[cH:17][cH:18][c:19]([NH2:20])[cH:21][cH:22]3)[cH:7][cH:8][n:9][c:10]2[cH:11][c:12]1[O:13][CH3:14].[CH:23]([N:24]([CH:25]([CH3:26])[CH3:27])[CH2:28][CH3:29])([CH3:30])[CH3:31].[CH:54]([Cl:55])([Cl:56])[Cl:57].[Cl:32][C:33]([Cl:34])([O:35][C:36]([O:37][C:38]([Cl:39])([Cl:40])[Cl:41])=[O:42])[Cl:43].[NH2:44][c:45]1[s:46][c:47]([C:50]([F:51])([F:52])[F:53])[n:48][n:49]1.[OH2:58]>>[CH3:1][O:2][c:3]1[cH:4][c:5]2[c:6]([O:15][c:16]3[cH:17][cH:18][c:19]([NH:20][C:36](=[O:42])[NH:44][c:45]4[s:46][c:47]([C:50]([F:51])([F:52])[F:53])[n:48][n:49]4)[cH:21][cH:22]3)[cH:7][cH:8][n:9][c:10]2[cH:11][c:12]1[O:13][CH3:14].